describe an organic reaction: reactants, conditions, products, and yield From a dataset of the Open Reaction Database (ORD), a public repository of structured organic reaction records. The reactants are ClC=1C=C(C=CC1Cl)C(C)N ((RS)-1-(3,4-dichlorophenyl)ethylamine), C([C@@H](O)C1=CC=CC=C1)(=O)O (L-mandelic acid), [OH-].[Na+] (sodium hydroxide). Solvent: C(C)(C)(C)OC (methyl t-butyl ether), C(C)(C)(C)OC (methyl t-butyl ether). Conditions: temperature 45 celsius, time 30 minute. Product: ClC=1C=C(C=CC1Cl)[C@@H](C)N ((R)-1-(3,4-dichlorophenyl)ethylamine). Isolated yield 44.4%. As a reaction SMILES: [Cl:1][C:2]1[CH:3]=[C:4]([CH:9]([NH2:11])[CH3:10])[CH:5]=[CH:6][C:7]=1[Cl:8].C(O)(=O)[C@H](C1C=CC=CC=1)O.[OH-].[Na+]>C(OC)(C)(C)C>[Cl:1][C:2]1[CH:3]=[C:4]([C@H:9]([NH2:11])[CH3:10])[CH:5]=[CH:6][C:7]=1[Cl:8] |f:2.3|. Reported procedure: A solution consisting of 41 g of (RS)-1-(3,4-dichlorophenyl)ethylamine and 78 g of methyl t-butyl ether was heated to 45° C. while stirring, and a mixture of 14.6 g of L-mandelic acid and 90 g of methyl t-butyl ether was added thereto over about 30 minutes, followed by stirring at the same temperature for 30 minutes. Then, after cooled to 20° C. over 6 hours, the precipitated crystals were filtered, washed twice with 40 g of methyl t-butyl ether and dried to obtain 32.9 g of diastereomer salt. 8... Reactants: C([O-])([O-])=O.[Cs+].[Cs+] (cesium carbonate), NC1=C(C=C(C=C1)OS(=O)(=O)C1=CC=C(C=C1)O)[N+](=O)[O-] (4-hydroxy-benzenesulfonic acid 4-amino-3-nitro-phenyl ester), C(C1=CC=CC=C1)Br (benzyl bromide). The solvent is O (water), CN(C=O)C (dimethylformamide), O (water). Conditions: temperature 80 celsius. The product is NC1=C(C=C(C=C1)OS(=O)(=O)C1=CC=C(C=C1)OCC1=CC=CC=C1)[N+](=O)[O-] (4-benzyloxy-benzenesulfonic acid 4-amino-3-nitrophenyl ester). As a reaction SMILES: C(=O)([O-])[O-].[Cs+].[Cs+].[NH2:7][C:8]1[CH:13]=[CH:12][C:11]([O:14][S:15]([C:18]2[CH:23]=[CH:22][C:21]([OH:24])=[CH:20][CH:19]=2)(=[O:17])=[O:16])=[CH:10][C:9]=1[N+:25]([O-:27])=[O:26].[CH2:28](Br)[C:29]1[CH:34]=[CH:33][CH:32]=[CH:31][CH:30]=1>O.CN(C)C=O>[NH2:7][C:8]1[CH:13]=[CH:12][C:11]([O:14][S:15]([C:18]2[CH:19]=[CH:20][C:21]([O:24][CH2:28][C:29]3[CH:34]=[CH:33][CH:32]=[CH:31][CH:30]=3)=[CH:22][CH:23]=2)(=[O:16])=[O:17])=[CH:10][C:9]=1[N+:25]([O-:27])=[O:26] |f:0.1.2|. Reported procedure: A solution of cesium carbonate (156 mg) in water (0.3 ml) was added to a solution of 4-hydroxy-benzenesulfonic acid 4-amino-3-nitro-phenyl ester (150 mg) and benzyl bromide (58 μl) in dimethylformamide (3 ml). The reaction mixture was heated at 80° C. for 3 hours then allowed to cool to ambient temperature, poured into water (25 ml) and extracted three times with ethyl acetate (30 ml). The combined extracts were dried over magnesium sulfate then evaporated to give 189 mg of crude 4-benzyloxy-ben...